Dataset: the Open Reaction Database (ORD), a public repository of structured organic reaction records. Task: describe an organic reaction: reactants, conditions, products, and yield RXN SMILES: Br[CH2:2][C:3]1[C:7]2[CH:8]=[C:9]([Cl:12])[CH:10]=[CH:11][C:6]=2[S:5][CH:4]=1.[F:13][C:14]1[CH:19]=[CH:18][CH:17]=[CH:16][C:15]=1[N:20]1[CH2:25][CH2:24][NH:23][CH2:22][CH2:21]1>>[Cl:12][C:9]1[CH:10]=[CH:11][C:6]2[S:5][CH:4]=[C:3]([CH2:2][N:23]3[CH2:22][CH2:21][N:20]([C:15]4[CH:16]=[CH:17][CH:18]=[CH:19][C:14]=4[F:13])[CH2:25][CH2:24]3)[C:7]=2[CH:8]=1. Procedure details: 3-(Bromomethyl)-5-chloro-1-benzothiophene and 1-(2-fluorophenyl)piperazine were processed as described in Example 2 to provide the title compound. 1H NMR (d6-DMSO, 300 MHz) δ 2.65 (m, 2H), 3.02 (m, 6H), 3.78 (s, 2H), 6.92–7.10 (m, 4H), 7.40 (dd, 1H, J=8.7,1.5), 7.67 (s, 1H), 7.78 (d, 1H, J=8.7 Hz), 8.06 (d, 1H, J=1.5 Hz). MS (DCI/NH3) m/z 361.0 (M+H)+. Anal. Calcd for C19H18N2SClF: C, 63.24; H, 5.03; N, 7.76. Found: C, 63.17; H, 4.90; N, 7.67. Starting materials: BrCC1=CSC2=C1C=C(C=C2)Cl (3-(Bromomethyl)-5-chloro-1-benzothiophene), FC1=C(C=CC=C1)N1CCNCC1 (1-(2-fluorophenyl)piperazine). Yields the product ClC=1C=CC2=C(C(=CS2)CN2CCN(CC2)C2=C(C=CC=C2)F)C1 (1-[(5-chloro-1-benzothien-3-yl)methyl]-4-(2-fluorophenyl)piperazine).